Task: describe an organic reaction: reactants, conditions, products, and yield. Dataset: the Open Reaction Database (ORD), a public repository of structured organic reaction records Reactants: C(C)(C)(C)OC(NCC=1N(C(C2=CC=C(C=C2C1C1=CC(=CC=C1)[N+](=O)[O-])Cl)=O)C)=O (Tert-butyl{6-chloro-2-methyl-1-oxo-4-(3-nitrophenyl)-1,2-dihydro-3-isoquinolinyl}methylcarbamate), Example 23 ( 6 ), C([O-])([O-])=O.[K+].[K+] (potassium carbonate), S(=O)([O-])S(=O)[O-].[Na+].[Na+] (sodium hydrosulfite). Solvent: O (water). Run at time 1 hour. Product: C(C)(C)(C)OC(NCC=1N(C(C2=CC=C(C=C2C1C1=CC(=CC=C1)N)Cl)=O)C)=O (tert-butyl{4-(3-aminophenyl)-6-chloro-2-methyl-1-oxo-1,2-dihydro-3-isoquinolinyl}methylcarbamate). Yield: 58.5%. Reaction SMILES: [C:1]([O:5][C:6](=[O:31])[NH:7][CH2:8][C:9]1[N:10]([CH3:30])[C:11](=[O:29])[C:12]2[C:17]([C:18]=1[C:19]1[CH:24]=[CH:23][CH:22]=[C:21]([N+:25]([O-])=O)[CH:20]=1)=[CH:16][C:15]([Cl:28])=[CH:14][CH:13]=2)([CH3:4])([CH3:3])[CH3:2].C(=O)([O-])[O-].[K+].[K+].S(S([O-])=O)([O-])=O.[Na+].[Na+]>O>[C:1]([O:5][C:6](=[O:31])[NH:7][CH2:8][C:9]1[N:10]([CH3:30])[C:11](=[O:29])[C:12]2[C:17]([C:18]=1[C:19]1[CH:24]=[CH:23][CH:22]=[C:21]([NH2:25])[CH:20]=1)=[CH:16][C:15]([Cl:28])=[CH:14][CH:13]=2)([CH3:4])([CH3:3])[CH3:2] |f:1.2.3,4.5.6|. Procedure: Tert-butyl{6-chloro-2-methyl-1-oxo-4-(3-nitrophenyl)-1,2-dihydro-3-isoquinolinyl}methylcarbamate (synthesized according to the method similar to that in Example 23 (6)) (0.89 g, 2 mmol) was added to an aqueous solution (10 ml) of potassium carbonate (2.90 g, 21 mmol) and sodium hydrosulfite (2.44 g, 14 mmol) and the mixture was stirred at room temperature for 1 h. The reaction mixture was poured into water and extracted with ethyl acetate. After washing the extract with water, the extract was dr... The reactants are ClC1=CC=C(C=C1)[C@@H]1N=C(N([C@@H]1C1=CC=C(C=C1)Cl)C(=O)Cl)C1=C(C=C(C=C1)OC)OC(C)C ((4S,5R)-4,5-bis-(4-chloro-phenyl)-2-(2-isopropoxy-4-methoxy-phenyl)-4,5-dihydro-imidazole-1-carbonyl chloride), C(C)S(=O)(=O)N1CCNCC1 (1-ethanesulfonyl-piperazine). Yields the product ClC1=CC=C(C=C1)[C@@H]1N=C(N([C@@H]1C1=CC=C(C=C1)Cl)C(=O)N1CCN(CC1)S(=O)(=O)CC)C1=C(C=C(C=C1)OC)OC(C)C ([(4S,5R)-4,5-Bis-(4-chloro-phenyl)-2-(2-isopropoxy-4-methoxy-phenyl)-4,5-dihydro-imidazol-1-yl]-(4-ethanesulfonyl-piperazin-1-yl)-methanone). As a reaction SMILES: [Cl:1][C:2]1[CH:7]=[CH:6][C:5]([C@H:8]2[C@@H:12]([C:13]3[CH:18]=[CH:17][C:16]([Cl:19])=[CH:15][CH:14]=3)[N:11]([C:20](Cl)=[O:21])[C:10]([C:23]3[CH:28]=[CH:27][C:26]([O:29][CH3:30])=[CH:25][C:24]=3[O:31][CH:32]([CH3:34])[CH3:33])=[N:9]2)=[CH:4][CH:3]=1.[CH2:35]([S:37]([N:40]1[CH2:45][CH2:44][NH:43][CH2:42][CH2:41]1)(=[O:39])=[O:38])[CH3:36]>>[Cl:1][C:2]1[CH:3]=[CH:4][C:5]([C@H:8]2[C@@H:12]([C:13]3[CH:18]=[CH:17][C:16]([Cl:19])=[CH:15][CH:14]=3)[N:11]([C:20]([N:43]3[CH2:42][CH2:41][N:40]([S:37]([CH2:35][CH3:36])(=[O:38])=[O:39])[CH2:45][CH2:44]3)=[O:21])[C:10]([C:23]3[CH:28]=[CH:27][C:26]([O:29][CH3:30])=[CH:25][C:24]=3[O:31][CH:32]([CH3:34])[CH3:33])=[N:9]2)=[CH:6][CH:7]=1. Procedure: [(4S,5R)-4,5-Bis-(4-chloro-phenyl)-2-(2-isopropoxy-4-methoxy-phenyl)-4,5-dihydro-imidazol-1-yl]-(4-ethanesulfonyl-piperazin-1-yl)-methanone was prepared from (4S,5R)-4,5-bis-(4-chloro-phenyl)-2-(2-isopropoxy-4-methoxy-phenyl)-4,5-dihydro-imidazole-1-carbonyl chloride (example 6) and 1-ethanesulfonyl-piperazine (prepared from 1-tert-butyloxycarbonyl-piperazine and ethanesulfonyl chloride) in an analogous manner as described in example 8. LR-MS: 659.2 [(M+H)+]. Reactants: C([O-])([O-])=O.[K+].[K+] (potassium carbonate), FC1=C(CCl)C(=CC=C1)F (2,6-difluorobenzyl chloride), OC=1C=CC2=C(C=C(CCC2)C(=O)OC)C1 (methyl 2-hydroxy-6,7-dihydro-5H-benzocycloheptene-8-carboxylate). Solvent: CN(C)C=O (DMF). Run at time 24 hour. The product is FC1=C(COC=2C=CC3=C(C=C(CCC3)C(=O)OC)C2)C(=CC=C1)F (methyl 2-(2,6-difluorobenzyloxy)-6,7-dihydro-5H-benzocycloheptene-8-carboxylate). Yield: 98.0%. RXN SMILES: [OH:1][C:2]1[CH:3]=[CH:4][C:5]2[CH2:11][CH2:10][CH2:9][C:8]([C:12]([O:14][CH3:15])=[O:13])=[CH:7][C:6]=2[CH:16]=1.C(=O)([O-])[O-].[K+].[K+].[F:23][C:24]1[CH:31]=[CH:30][CH:29]=[C:28]([F:32])[C:25]=1[CH2:26]Cl>CN(C=O)C>[F:23][C:24]1[CH:31]=[CH:30][CH:29]=[C:28]([F:32])[C:25]=1[CH2:26][O:1][C:2]1[CH:3]=[CH:4][C:5]2[CH2:11][CH2:10][CH2:9][C:8]([C:12]([O:14][CH3:15])=[O:13])=[CH:7][C:6]=2[CH:16]=1 |f:1.2.3|. Procedure: To methyl 2-hydroxy-6,7-dihydro-5H-benzocycloheptene-8-carboxylate (327 mg, 1.50 mmol) dissolved in DMF (6 ml) were added potassium carbonate (415 mg, 3.00 mmol) and 2,6-difluorobenzyl chloride (268 mg, 1.65 mmol), and the resulting mixture was stirred at room temperature for 24 hours. The reaction mixture was concentrated under reduced pressure, ethyl acetate (40 ml) was added to the residue and the resulting mixture was washed with water (5 ml×2) and an aqueous saturated solution of sodium chl... Reactants: O=[N+]([O-])c1ccc(Br)nc1, CNC1CCNC1. As a reaction SMILES: [Br:8][c:9]1[n:10][cH:11][c:12]([N+:15](=[O:16])[O-:17])[cH:13][cH:14]1.[CH3:1][NH:2][CH:3]1[CH2:4][NH:5][CH2:6][CH2:7]1>>[CH3:1][NH:2][CH:3]1[CH2:4][N:5]([c:9]2[n:10][cH:11][c:12]([N+:15](=[O:16])[O-:17])[cH:13][cH:14]2)[CH2:6][CH2:7]1. Yields the product CNC1CCN(c2ccc([N+](=O)[O-])cn2)C1. Procedure: To a stirred solution of 4.0 g of 4-(4-nitrophenoxy)-4-phenylpiperidine in 50 ml of 95% ethanol was added 1.68 g of nitrourea in 50 ml of 95% ethanol. The reaction mixture was refluxed for two hours and then poured into 200 ml of water. The aqueous suspension was extracted with dichloromethane. The organic layer was washed with water, dried over anhydrous magnesium sulfate, filtered and concentrated. The resulting solid was purified by high pressure liquid chromatography (silica gel; elution wit... Yields the product NC(=O)N1CCC(CC1)(C1=CC=CC=C1)OC1=CC=C(C=C1)[N+](=O)[O-] (1-aminocarbonyl-4-(4-nitrophenoxy)-4-phenylpiperidine). The reactants are O (water), [N+](=O)([O-])C1=CC=C(OC2(CCNCC2)C2=CC=CC=C2)C=C1 (4-(4-nitrophenoxy)-4-phenylpiperidine), [N+](=O)([O-])NC(=O)N (nitrourea). Reaction SMILES: [N+:1]([C:4]1[CH:22]=[CH:21][C:7]([O:8][C:9]2([C:15]3[CH:20]=[CH:19][CH:18]=[CH:17][CH:16]=3)[CH2:14][CH2:13][NH:12][CH2:11][CH2:10]2)=[CH:6][CH:5]=1)([O-:3])=[O:2].[N+]([NH:26][C:27](N)=[O:28])([O-])=O.O>C(O)C>[NH2:26][C:27]([N:12]1[CH2:11][CH2:10][C:9]([O:8][C:7]2[CH:6]=[CH:5][C:4]([N+:1]([O-:3])=[O:2])=[CH:22][CH:21]=2)([C:15]2[CH:20]=[CH:19][CH:18]=[CH:17][CH:16]=2)[CH2:14][CH2:13]1)=[O:28]. Solvent: C(C)O (ethanol), C(C)O (ethanol). The yield is 88.3%. As a reaction SMILES: [CH3:30][C:31](=[O:32])[OH:33].[Cl:1][c:2]1[cH:3][cH:4][c:5]2[c:6]([n:7]([CH2:13][CH2:14][N:15]3[CH2:16][CH2:17][CH:18]([NH:21][C:22]([O:23][C:24]([CH3:25])([CH3:26])[CH3:27])=[O:28])[CH2:19][CH2:20]3)[c:8](=[O:12])[n:9][n+:10]2[O-:11])[cH:29]1.[OH2:34].[Zn:35]>>[Cl:1][c:2]1[cH:3][cH:4][c:5]2[c:6]([n:7]([CH2:13][CH2:14][N:15]3[CH2:16][CH2:17][CH:18]([NH:21][C:22]([O:23][C:24]([CH3:25])([CH3:26])[CH3:27])=[O:28])[CH2:19][CH2:20]3)[c:8](=[O:12])[n:9][n:10]2)[cH:29]1. The product is CC(C)(C)OC(=O)NC1CCN(CCn2c(=O)nnc3ccc(Cl)cc32)CC1. Starting materials: CC(=O)O, CC(C)(C)OC(=O)NC1CCN(CCn2c(=O)n[n+]([O-])c3ccc(Cl)cc32)CC1, O, [Zn]. Reactants: C=O (formaldehyde), CN1CCNCC1 (N-methylpiperazine), CN(C)C=O (DMF), O=C1CN(CC(N1)=O)CCN1CC(NC(C1)=O)=O (1,2-bis(3,5-dioxopiperazin-1-yl)-ethane). The solvent is C(Cl)(Cl)Cl (chloroform). Reaction conditions: temperature 70 celsius. Product: CN1CCN(CC1)CN1C(CN(CC1=O)CCN1CC(N(C(C1)=O)CN1CCN(CC1)C)=O)=O (1,2-Bis[4-(N-methylpiperazinomethyl)-3,5-dioxopiperazin-1-yl]-ethane). Yield: 68.0%. As a reaction SMILES: [CH3:1][N:2]1[CH2:7][CH2:6][NH:5][CH2:4][CH2:3]1.[CH3:8][N:9]([CH:11]=O)[CH3:10].O=[C:14]1[NH:19][C:18](=[O:20])[CH2:17][N:16]([CH2:21][CH2:22][N:23]2[CH2:28][C:27](=[O:29])[NH:26][C:25](=[O:30])[CH2:24]2)[CH2:15]1.[CH2:31]=[O:32]>C(Cl)(Cl)Cl>[CH3:1][N:2]1[CH2:7][CH2:6][N:5]([CH2:14][N:19]2[C:31](=[O:32])[CH2:15][N:16]([CH2:21][CH2:22][N:23]3[CH2:28][C:27](=[O:29])[N:26]([CH2:8][N:9]4[CH2:11][CH2:3][N:2]([CH3:7])[CH2:1][CH2:10]4)[C:25](=[O:30])[CH2:24]3)[CH2:17][C:18]2=[O:20])[CH2:4][CH2:3]1. Reported procedure: A mixture of N-methylpiperazine (2.21 ml, 20 m mole), DMF (25 ml), chloroform (6 ml) and 1,2-bis(3,5-dioxopiperazin-1-yl)-ethane (2.54 g, 10 m mole) was stirred at 70° C. for ten minutes. The mixture was treated with 37% aqueous formaldehyde solution (1.62 ml) and was stirred at the same temperature for further 2 hours. Then, the same procedure as in Example 3 was made to give the titled compound (3.3 g; yield 68%).